describe an organic reaction: reactants, conditions, products, and yield From a dataset of the Open Reaction Database (ORD), a public repository of structured organic reaction records. Starting materials: [Li]CCCC, C1CCOC1, CCCCCC, COc1ccccc1OC(c1ccccc1)C(O)CNCCCl. Product: COc1ccccc1OC(c1ccccc1)C1CNCCO1, Cl. RXN SMILES: [CH2:24]([Li:25])[CH2:26][CH2:27][CH3:28].[CH2:29]1[O:30][CH2:31][CH2:32][CH2:33]1.[CH3:34][CH2:35][CH2:36][CH2:37][CH2:38][CH3:39].[Cl:1][CH2:2][CH2:3][NH:4][CH2:5][CH:6]([CH:7]([O:8][c:9]1[c:10]([O:15][CH3:16])[cH:11][cH:12][cH:13][cH:14]1)[c:17]1[cH:18][cH:19][cH:20][cH:21][cH:22]1)[OH:23]>>[CH2:2]1[CH2:3][NH:4][CH2:5][CH:6]([CH:7]([O:8][c:9]2[c:10]([O:15][CH3:16])[cH:11][cH:12][cH:13][cH:14]2)[c:17]2[cH:18][cH:19][cH:20][cH:21][cH:22]2)[O:23]1.[ClH:1]. Starting materials: 18, enol ether, enol ether, CC(C=C)O (3-buten-2-ol), CC1=CC=C(C=C1)S(=O)(=O)CC(C=O)CCCC (2-(((4-methylphenyl)sulfonyl)methyl)hexanal), C1(=CC=C(C=C1)S(=O)(=O)O)C (p-toluenesulfonic acid), C1(=CC=CC=C1)C (toluene), 18a, 47, acetal, aldehyde. Run in O (water). Yields the product C(CCC)C(C=O)(CC=CC)CS(=O)(=O)C1=CC=C(C=C1)C (2-butyl-2-(((4-methylphenyl)sulfonyl)methyl)hex-4-enal). Reaction SMILES: [CH3:1][C:2]1[CH:7]=[CH:6][C:5]([S:8]([CH2:11][CH:12]([CH2:15][CH2:16][CH2:17][CH3:18])[CH:13]=[O:14])(=[O:10])=[O:9])=[CH:4][CH:3]=1.[C:19]1(C)[CH:24]=CC=[CH:21][CH:20]=1.CC(O)C=C.C1(C)C=CC(S(O)(=O)=O)=CC=1>O>[CH2:15]([C:12]([CH2:11][S:8]([C:5]1[CH:4]=[CH:3][C:2]([CH3:1])=[CH:7][CH:6]=1)(=[O:10])=[O:9])([CH2:24][CH:19]=[CH:20][CH3:21])[CH:13]=[O:14])[CH2:16][CH2:17][CH3:18]. Procedure details: Advantageously, the conversion of 18a to 47 and the conversion of 47 to 31 can be carried out sequentially or simultaneously in a single reaction vessel or in a single reaction mixture without isolation. To further advantage, the preparation of the acetal 18 from aldehyde 19, the conversion of 18 to the corresponding enol ether intermediate, and the conversion of the enol ether intermediate to 31 can all be carried out in a single reaction vessel or reaction mixture. For example, 2-(((4-methylph... Reactants: NC(=O)N (Urea), C(C1=CC=CC=C1)OC(C)C1=C(C=NC=C1C#N)C=1C=NC=2NCCCC2C1 (4-(1-benzyloxy-ethyl)-5-(5,6,7,8-tetrahydro-[1,8]naphthyridin-3-yl)-nicotinonitrile). Yields the product C(C1=CC=CC=C1)OC(C)C1=C(C=NC=C1C#N)C=1C=C2CCCN(C2=NC1)C(=O)N (6-[4-(1-Benzyloxy-ethyl)-5-cyano-pyridin-3-yl]-3,4-dihydro-2H-[1,8]naphthyridine-1-carboxylic acid amide). RXN SMILES: [NH2:1][C:2]([NH2:4])=[O:3].[CH2:5]([O:12][CH:13]([C:15]1[C:20]([C:21]#[N:22])=[CH:19][N:18]=[CH:17][C:16]=1[C:23]1[CH:24]=[N:25][C:26]2N[CH2:28][CH2:29][CH2:30][C:31]=2[CH:32]=1)[CH3:14])[C:6]1[CH:11]=[CH:10][CH:9]=[CH:8][CH:7]=1>>[CH2:5]([O:12][CH:13]([C:15]1[C:20]([C:21]#[N:22])=[CH:19][N:18]=[CH:17][C:16]=1[C:23]1[CH:32]=[C:31]2[C:26](=[N:25][CH:24]=1)[N:1]([C:2]([NH2:4])=[O:3])[CH2:28][CH2:29][CH2:30]2)[CH3:14])[C:6]1[CH:7]=[CH:8][CH:9]=[CH:10][CH:11]=1. Reported procedure: The titled product is synthesized according to the procedure of Urea Formation Method II using 4-(1-benzyloxy-ethyl)-5-(5,6,7,8-tetrahydro-[1,8]naphthyridin-3-yl)-nicotinonitrile. Reactants: C(C)(C)(C)C1=CC=C(C=C1)S(=O)(=O)NC=1C=C2C=CC=NC2=CC1 (4-tert-butyl-N-quinolin-6-yl-benzenesulfonamide), BrCC(=O)OC(C)(C)C (tert-butyl bromoacetate). The product is C(C)(C)(C)C1=CC=C(C=C1)S(=O)(=O)N(C=1C=C2C=CC=NC2=CC1)CC(=O)O ([(4-tert-Butyl-benzenesulfonyl)-quinolin-6-yl-amino]-acetic acid). Reaction SMILES: [C:1]([C:5]1[CH:10]=[CH:9][C:8]([S:11]([NH:14][C:15]2[CH:16]=[C:17]3[C:22](=[CH:23][CH:24]=2)[N:21]=[CH:20][CH:19]=[CH:18]3)(=[O:13])=[O:12])=[CH:7][CH:6]=1)([CH3:4])([CH3:3])[CH3:2].Br[CH2:26][C:27]([O:29]C(C)(C)C)=[O:28]>>[C:1]([C:5]1[CH:6]=[CH:7][C:8]([S:11]([N:14]([CH2:26][C:27]([OH:29])=[O:28])[C:15]2[CH:16]=[C:17]3[C:22](=[CH:23][CH:24]=2)[N:21]=[CH:20][CH:19]=[CH:18]3)(=[O:12])=[O:13])=[CH:9][CH:10]=1)([CH3:4])([CH3:2])[CH3:3]. Procedure details: prepared by reaction of 4-tert-butyl-N-quinolin-6-yl-benzenesulfonamide with tert-butyl bromoacetate Reactants: [Sn](CCCC)(CCCC)(CCCC)Cl (Bu3SnCl), O (H2O), [Li+].CC(C)[N-]C(C)C (LDA), ClC1=C2C(=NC=C1)N(C=C2)S(=O)(=O)C2=CC=C(C=C2)C (4-Chloro-1-(toluene-4-sulfonyl)-1H-pyrrolo[2,3-b]pyridine). The solvent is C1CCOC1 (THF), CCOC(=O)C (EtOAc). Run at temperature -78 celsius. Product: ClC1=C2C(=NC=C1)N(C(=C2)[Sn](CCCC)(CCCC)CCCC)S(=O)(=O)C2=CC=C(C=C2)C (4-Chloro-1-(toluene-4-sulfonyl)-2-tributylstannanyl-1H-pyrrolo[2,3-b]pyridine). The yield is 79.0%. Reaction SMILES: [Li+].CC([N-]C(C)C)C.[Cl:9][C:10]1[CH:15]=[CH:14][N:13]=[C:12]2[N:16]([S:19]([C:22]3[CH:27]=[CH:26][C:25]([CH3:28])=[CH:24][CH:23]=3)(=[O:21])=[O:20])[CH:17]=[CH:18][C:11]=12.[Sn:29](Cl)([CH2:38][CH2:39][CH2:40][CH3:41])([CH2:34][CH2:35][CH2:36][CH3:37])[CH2:30][CH2:31][CH2:32][CH3:33].O>C1COCC1.CCOC(C)=O>[Cl:9][C:10]1[CH:15]=[CH:14][N:13]=[C:12]2[N:16]([S:19]([C:22]3[CH:27]=[CH:26][C:25]([CH3:28])=[CH:24][CH:23]=3)(=[O:21])=[O:20])[C:17]([Sn:29]([CH2:34][CH2:35][CH2:36][CH3:37])([CH2:38][CH2:39][CH2:40][CH3:41])[CH2:30][CH2:31][CH2:32][CH3:33])=[CH:18][C:11]=12 |f:0.1|. Procedure: Add LDA (1.5 equiv., 0.74 mL, 1.47 mmol) dropwise in the space of 5 min to azaindole 25 (0.3 g, 0.98 mmol) in THF (15 mL), stirred at −78° C., under N2. After stirring the reaction medium for 0.5 h, add Bu3SnCl dropwise (475 mg, 400 μL, 1.47 mmol) and stir the reaction medium for a further 0.5 h. Then allow the reaction medium to return to room temperature, stop the reaction with H2O, dilute with EtOAc (200 mL), wash with brine, dry (MgSO4) and concentrate. The residue is submitted to flash chro... Reactants: C(C(C)C)(=O)Cl (isobutyryl chloride), O[C@H]1COC[C@@H](C(O[C@H]([C@@H]1O)C)=O)NC(OC(C)(C)C)=O (tert-butyl ((3S,7S,8R,9S)-7,8-dihydroxy-9-methyl-2-oxo-1,5-dioxonan-3-yl)carbamate). Reagents/catalysts: CN(C)C=1C=CN=CC1 (DMAP). Solvent: N1=CC=CC=C1 (pyridine). Conditions: time 16 hour. Product: CC(C(=O)O[C@H]1COC[C@@H](C(O[C@H]([C@@H]1OC(C(C)C)=O)C)=O)NC(=O)OC(C)(C)C)C ((3S,7S,8S,9S)-3-((tert-butoxycarbonyl)amino)-9-methyl-2-oxo-1,5-dioxonane-7,8-diyl bis(2-methylpropanoate)), oil. Yield: 94.0%. Reaction SMILES: [OH:1][C@@H:2]1[C@@H:10]([OH:11])[C@H:9]([CH3:12])[O:8][C:7](=[O:13])[C@@H:6]([NH:14][C:15](=[O:21])[O:16][C:17]([CH3:20])([CH3:19])[CH3:18])[CH2:5][O:4][CH2:3]1.[C:22](Cl)(=[O:26])[CH:23]([CH3:25])[CH3:24]>N1C=CC=CC=1.CN(C1C=CN=CC=1)C>[CH3:24][CH:23]([CH3:25])[C:22]([O:1][C@@H:2]1[C@@H:10]([O:11][C:22](=[O:26])[CH:23]([CH3:25])[CH3:24])[C@H:9]([CH3:12])[O:8][C:7](=[O:13])[C@@H:6]([NH:14][C:15]([O:16][C:17]([CH3:20])([CH3:19])[CH3:18])=[O:21])[CH2:5][O:4][CH2:3]1)=[O:26]. Reported procedure: To a solution of tert-butyl ((3S,7S,8R,9S)-7,8-dihydroxy-9-methyl-2-oxo-1,5-dioxonan-3-yl)carbamate (115.0 mg, 0.245 mmol) in pyridine (1.75 mL) was added DMAP (6.40 mg, 0.0520 mmol) followed by isobutyryl chloride (0.10 mL, 0.956 mmol) at 0° C. and the reaction was slowly warmed to room temperature and stirred for 16 h. The reaction mixture was quenched with H2O and the reaction was stirred at room temperature for 30 min and then extracted with Et2O. The phases were separated and the aqueous ph...